From a dataset of the Open Reaction Database (ORD), a public repository of structured organic reaction records. describe an organic reaction: reactants, conditions, products, and yield The reactants are ICC(=O)OCC (Ethyl iodoacetate), ice, FC1=C(C=C(C=C1)F)CCO (2-(2,5-difluoro-phenyl)-ethanol), C(C)(C)(C)C1=NC(=CC=C1)C(C)(C)C (2,6-di-tert-butylpyridin). The reagents and catalysts are FC(S(=O)(=O)[O-])(F)F.[Ag+] (silver trifluoromethanesulfonate). Run in ClCCl (dichloromethane), ClCCl (dichloromethane). Reaction conditions: time 14 hour. Product: C(C)OC(COCCC1=C(C=CC(=C1)F)F)=O ([2-(2,5-Difluoro-phenyl)-ethoxy]-acetic acid ethyl ester). Isolated yield 54.2%. As a reaction SMILES: I[CH2:2][C:3]([O:5][CH2:6][CH3:7])=[O:4].[F:8][C:9]1[CH:14]=[CH:13][C:12]([F:15])=[CH:11][C:10]=1[CH2:16][CH2:17][OH:18].C(C1C=CC=C(C(C)(C)C)N=1)(C)(C)C>ClCCl.FC(F)(F)S([O-])(=O)=O.[Ag+]>[CH2:6]([O:5][C:3](=[O:4])[CH2:2][O:18][CH2:17][CH2:16][C:10]1[CH:11]=[C:12]([F:15])[CH:13]=[CH:14][C:9]=1[F:8])[CH3:7] |f:4.5|. Procedure details: Ethyl iodoacetate (340 □l, 2.9 mmol) was added to an ice cold solution of 2-(2,5-difluoro-phenyl)-ethanol (500 mg, 2.4 mmol), silver trifluoromethanesulfonate (685 mg, 2.7 mmol) and 2,6-di-tert-butylpyridin (820 □l, 3.6 mmol) in dichloromethane (5 ml). The reaction mixture was stirred at ambient temperature for 14 h, diluted with dichloromethane and filtered over speedex. Ice water/0.1 N aqueous HCl 1/1 was added to the filtrate and the filtrate was extracted two times with dichloromethane. The ... Reactants: COC=1C=C2C(=C(CC2=CC1)C)CC(=O)O (5-methoxy-2-methyl-3-indenylacetic acid), [OH-].[K+] (potassium hydroxide), NS(=O)(=O)C1=CC=C(C=O)C=C1 (p-aminosulfonylbenzaldehyde), C(C)(=O)O (acetic acid). Solvent: CO (methanol), CO (methanol). Run at time 1 hour. Yields the product NS(=O)(=O)C1=CC=C(C=C1)C=C1C(=C(C2=CC(=CC=C12)OC)CC(=O)O)C (1-(4-aminosulfonylphenyl)methylene-5-methoxy-2-methyl-1H-3-indenylacetic acid). Isolated yield 57.3%. RXN SMILES: [CH3:1][O:2][C:3]1[CH:4]=[C:5]2[C:9](=[CH:10][CH:11]=1)[CH2:8][C:7]([CH3:12])=[C:6]2[CH2:13][C:14]([OH:16])=[O:15].[OH-].[K+].[NH2:19][S:20]([C:23]1[CH:30]=[CH:29][C:26]([CH:27]=O)=[CH:25][CH:24]=1)(=[O:22])=[O:21].C(O)(=O)C>CO>[NH2:19][S:20]([C:23]1[CH:30]=[CH:29][C:26]([CH:27]=[C:8]2[C:9]3[C:5](=[CH:4][C:3]([O:2][CH3:1])=[CH:11][CH:10]=3)[C:6]([CH2:13][C:14]([OH:16])=[O:15])=[C:7]2[CH3:12])=[CH:25][CH:24]=1)(=[O:21])=[O:22] |f:1.2|. Procedure: To a solution of 5-methoxy-2-methyl-3-indenylacetic acid (1a) (3.95 g) in 90% methanol (24 ml) containing 85% potassium hydroxide (2.7 g) was added a solution of p-aminosulfonylbenzaldehyde (3.70 g) in 90% methanol (24 ml). The resulting mixture was refluxed under nitrogen for 4-6 hours. A solution of 50% aqueous acetic acid (50 ml) was then added to the reaction mixture during 40 minutes at 50°-60° C. The crystals were collected after aging at 15° C. for 1 hour. The crude product was recrystall...